describe an organic reaction: reactants, conditions, products, and yield From a dataset of the Open Reaction Database (ORD), a public repository of structured organic reaction records. Starting materials: CN1CC2CN(c3ccc4oc5ccccc5c(=O)c4c3)CC2C1, CO, O=C(O)C(F)(F)F. Yields the product CN1CC2CN(c3ccc4oc5ccccc5c(=O)c4c3)CC2C1, O=C(O)C(F)(F)F. RXN SMILES: [CH3:1][N:2]1[CH2:3][CH:4]2[CH2:5][N:6]([c:10]3[cH:11][c:12]4[c:13](=[O:24])[c:14]5[cH:15][cH:16][cH:17][cH:18][c:19]5[o:20][c:21]4[cH:22][cH:23]3)[CH2:7][CH:8]2[CH2:9]1.[CH3:32][OH:33].[OH:25][C:26](=[O:27])[C:28]([F:29])([F:30])[F:31]>>[CH3:1][N:2]1[CH2:3][CH:4]2[CH2:5][N:6]([c:10]3[cH:11][c:12]4[c:13](=[O:24])[c:14]5[cH:15][cH:16][cH:17][cH:18][c:19]5[o:20][c:21]4[cH:22][cH:23]3)[CH2:7][CH:8]2[CH2:9]1.[O:25]=[C:26]([OH:27])[C:28]([F:29])([F:30])[F:31]. Starting materials: [H-].[Na+] (Sodium hydride), OC=1C=C2C=CNC2=CC1 (5-hydroxyindole), ICCC (1-iodopropane), O (water). Run in CN(C)C=O (DMF), CN(C)C=O (DMF). The product is C(CC)OC=1C=C2C=CNC2=CC1 (5-n-Propyloxyindole), oil. As a reaction SMILES: [H-].[Na+].[OH:3][C:4]1[CH:5]=[C:6]2[C:10](=[CH:11][CH:12]=1)[NH:9][CH:8]=[CH:7]2.I[CH2:14][CH2:15][CH3:16].O>CN(C=O)C>[CH2:14]([O:3][C:4]1[CH:5]=[C:6]2[C:10](=[CH:11][CH:12]=1)[NH:9][CH:8]=[CH:7]2)[CH2:15][CH3:16] |f:0.1|. Reported procedure: Sodium hydride (0.99 g, 50% in oil) was added to dry DMF (5 ml) and the resulting suspension was stirred at room temperature. A solution of 5-hydroxyindole (2.5 g) in dry DMF (15 ml) was added dropwise and a dark purple solution formed. After stirring the mixture for 30 min, 1-iodopropane (3.51 g) was added, and the resulting mixture was stirred at room temperature for 3 h. The mixture was poured into water and extracted with ether (3x). The combined extracts were washed with water, dried (MgSO4...